From a dataset of the Open Reaction Database (ORD), a public repository of structured organic reaction records. describe an organic reaction: reactants, conditions, products, and yield Starting materials: FC1=CC=C(CN2C(N(C[C@@H]2C)C=2SC(=C(N2)C)C(=O)O)=O)C=C1 ((S)-2-(3-(4-fluorobenzyl)-4-methyl-2-oxoimidazolidin-1-yl)-4-methylthiazole-5-carboxylic acid), FC1=CC=C(CN2C(N(C[C@H]2C)C=2SC(=C(N2)C)C(=O)O)=O)C=C1 ((R)-2-(3-(4-fluorobenzyl)-4-methyl-2-oxoimidazolidin-1-yl)-4-methylthiazole-5-carboxylic acid), N1=CC(=CC=C1)CN (pyridin-3-ylmethanamine), N1=C(C=CC=C1)CN (pyridin-2-ylmethanamine). Yields the product FC1=CC=C(CN2C(N(C[C@H]2C)C=2SC(=C(N2)C)C(=O)NCC2=NC=CC=C2)=O)C=C1 ((R)-2-(3-(4-fluorobenzyl)-4-methyl-2-oxoimidazolidin-1-yl)-4-methyl-N-(pyridin-2-ylmethyl)thiazole-5-carboxamide), solid. Yield: 48.0%. Reaction SMILES: N1C=CC=C(CN)C=1.[N:9]1[CH:14]=[CH:13][CH:12]=[CH:11][C:10]=1[CH2:15][NH2:16].[F:17][C:18]1[CH:40]=[CH:39][C:21]([CH2:22][N:23]2[C@@H:27]([CH3:28])[CH2:26][N:25]([C:29]3[S:30][C:31]([C:35](O)=[O:36])=[C:32]([CH3:34])[N:33]=3)[C:24]2=[O:38])=[CH:20][CH:19]=1.FC1C=CC(CN2[C@H](C)CN(C3SC(C(O)=O)=C(C)N=3)C2=O)=CC=1>>[F:17][C:18]1[CH:40]=[CH:39][C:21]([CH2:22][N:23]2[C@H:27]([CH3:28])[CH2:26][N:25]([C:29]3[S:30][C:31]([C:35]([NH:16][CH2:15][C:10]4[CH:11]=[CH:12][CH:13]=[CH:14][N:9]=4)=[O:36])=[C:32]([CH3:34])[N:33]=3)[C:24]2=[O:38])=[CH:20][CH:19]=1. Procedure: Following the procedure as described in Example 2, making variations as required to replace pyridin-3-ylmethanamine with pyridin-2-ylmethanamine and replace (S)-2-(3-(4-fluorobenzyl)-4-methyl-2-oxoimidazolidin-1-yl)-4-methylthiazole-5-carboxylic acid with (R)-2-(3-(4-fluorobenzyl)-4-methyl-2-oxoimidazolidin-1-yl)-4-methylthiazole-5-carboxylic acid, the title compound was obtained as a white solid (48%): mp 118-119° C. (ethanol/water); 1H NMR (300 MHz, DMSO-d6) δ 8.54-8.50 (m, 2H), 7.79-7.75 (m, ... Reactants: CCN1C=C(C(=O)C2=C1N=C(N=C2)N3CCNCC3)C(=O)O (Pipemidic acid), FC(C1=C(C=CC=C1)N=C=S)(F)F (2-(trifluoromethyl)phenyl isothiocyanate). Yields the product FC(C1=C(C=CC=C1)NC(=S)N1CCN(CC1)C=1N=CC2=C(N1)N(C=C(C2=O)C(=O)O)CC)(F)F (2-(4-{[(2-trifluoromethylphenyl)amino]carbonothioyl}-1-piperazinyl)-8-ethyl-5-oxo-5,8-dihydropyrido[2,3-d]pyrimidine-6-carboxylic acid). As a reaction SMILES: [CH3:1][CH2:2][N:3]1[C:9]2[N:10]=[C:11]([N:14]3[CH2:19][CH2:18][NH:17][CH2:16][CH2:15]3)[N:12]=[CH:13][C:8]=2[C:6](=[O:7])[C:5]([C:20]([OH:22])=[O:21])=[CH:4]1.[F:23][C:24]([F:35])([F:34])[C:25]1[CH:30]=[CH:29][CH:28]=[CH:27][C:26]=1[N:31]=[C:32]=[S:33]>>[F:23][C:24]([F:34])([F:35])[C:25]1[CH:30]=[CH:29][CH:28]=[CH:27][C:26]=1[NH:31][C:32]([N:17]1[CH2:18][CH2:19][N:14]([C:11]2[N:12]=[CH:13][C:8]3[C:6](=[O:7])[C:5]([C:20]([OH:22])=[O:21])=[CH:4][N:3]([CH2:2][CH3:1])[C:9]=3[N:10]=2)[CH2:15][CH2:16]1)=[S:33]. Reported procedure: Pipemidic acid (48 mg, 0.159 mmol) and 2-(trifluoromethyl)phenyl isothiocyanate (20 μL, 0.132 mmol) were used. Purification on silica yielded compound 12 in Table 1, below (55 mg, 82%). 1H NMR (300 MHz, CDCl3) δ 9.32 (s, 1H), 8.69 (s, 1H), 7.74-7.64 (m, 1H), 7.63-7.51 (m, 2H), 7.43-7.33 (m, 1H), 4.47-3.90 (m, 10H), 1.50 (t, J=6.86 Hz, 3H) ppm.